From a dataset of the Open Reaction Database (ORD), a public repository of structured organic reaction records. describe an organic reaction: reactants, conditions, products, and yield Reactants: CC(C)O, CS(=O)(=O)c1ccc(CN)cc1, CCC1CO1. Yields the product CCC(O)CNCc1ccc(S(C)(=O)=O)cc1. Reaction SMILES: [CH3:18][CH:19]([OH:20])[CH3:21].[CH3:1][S:2](=[O:3])(=[O:4])[c:5]1[cH:6][cH:7][c:8]([CH2:9][NH2:10])[cH:11][cH:12]1.[O:13]1[CH2:14][CH:15]1[CH2:16][CH3:17]>>[CH3:1][S:2](=[O:3])(=[O:4])[c:5]1[cH:6][cH:7][c:8]([CH2:9][NH:10][CH2:14][CH:15]([OH:13])[CH2:16][CH3:17])[cH:11][cH:12]1. The reactants are CCN, Cc1ccc(C(=O)NC2CC2)cc1-n1ccnc(NC2(c3ccccc3OCC3CO3)CC2)c1=O. Product: CCNCC(O)COc1ccccc1C1(Nc2nccn(-c3cc(C(=O)NC4CC4)ccc3C)c2=O)CC1. As a reaction SMILES: [CH3:36][CH2:37][NH2:38].[CH:1]1([NH:4][C:5]([c:6]2[cH:7][c:8](-[n:13]3[c:14](=[O:34])[c:15]([NH:19][C:20]4([c:23]5[c:24]([O:29][CH2:30][CH:31]6[O:32][CH2:33]6)[cH:25][cH:26][cH:27][cH:28]5)[CH2:21][CH2:22]4)[n:16][cH:17][cH:18]3)[c:9]([CH3:12])[cH:10][cH:11]2)=[O:35])[CH2:2][CH2:3]1>>[CH:1]1([NH:4][C:5]([c:6]2[cH:7][c:8](-[n:13]3[c:14](=[O:34])[c:15]([NH:19][C:20]4([c:23]5[c:24]([O:29][CH2:30][CH:31]([OH:32])[CH2:33][NH:38][CH2:37][CH3:36])[cH:25][cH:26][cH:27][cH:28]5)[CH2:21][CH2:22]4)[n:16][cH:17][cH:18]3)[c:9]([CH3:12])[cH:10][cH:11]2)=[O:35])[CH2:2][CH2:3]1. The reactants are NC1=NC(=NC(=C1)OC)OC (4-amino-2,6-dimethoxypyrimidine), ClCC=O (chloroacetaldehyde), C([O-])(O)=O.[Na+] (sodium bicarbonate). Run in O (water). Run at temperature 80 celsius. Yields the product COC1=NC(=CC=2N1C=CN2)OC (5,7-dimethoxyimidazo[1,2-c]pyrimidine). RXN SMILES: [NH2:1][C:2]1[CH:7]=[C:6]([O:8][CH3:9])[N:5]=[C:4]([O:10][CH3:11])[N:3]=1.Cl[CH2:13][CH:14]=O.C(=O)(O)[O-].[Na+]>O>[CH3:11][O:10][C:4]1[N:3]2[CH:13]=[CH:14][N:1]=[C:2]2[CH:7]=[C:6]([O:8][CH3:9])[N:5]=1 |f:2.3|. Procedure details: A mixture of 1.5 g (0.01 mole) of 4-amino-2,6-dimethoxypyrimidine and 3.0 g (0.015 mole) of 50% aqueous chloroacetaldehyde in 20 ml of water was heated at 80° C. for one hour, and was then cooled with an ice bath with concomitant neutralization with sodium bicarbonate. The solid which formed was separated by filtration and recrystallized from cyclohexane with treatment with decolorizing charcoal. White crystals of 5,7-dimethoxyimidazo[1,2-c]pyrimidine, m.p. 120°-121° C., were obtained. Analysis:... The reactants are Fc1ccc(CBr)cc1, Cc1nc(NC(=O)C(C)(C)C)ccc1CO. The product is Cc1nc(NC(=O)C(C)(C)C)ccc1COCc1ccc(F)cc1. As a reaction SMILES: [F:17][c:18]1[cH:19][cH:20][c:21]([CH2:22][Br:23])[cH:24][cH:25]1.[OH:1][CH2:2][c:3]1[cH:4][cH:5][c:6]([NH:10][C:11]([C:12]([CH3:13])([CH3:14])[CH3:15])=[O:16])[n:7][c:8]1[CH3:9]>>[O:1]([CH2:2][c:3]1[cH:4][cH:5][c:6]([NH:10][C:11]([C:12]([CH3:13])([CH3:14])[CH3:15])=[O:16])[n:7][c:8]1[CH3:9])[CH2:22][c:21]1[cH:20][cH:19][c:18]([F:17])[cH:25][cH:24]1. Reactants: CCOCC (ether), C1(CC1)CCCCCCC(=O)Cl (7-cyclopropylheptanoyl chloride), C(C#CCCCCCCC)O (2-decyn-1-ol). The solvent is N1=CC=CC=C1 (pyridine). Run at time 1 day. The product is C1(CC1)CCCCCCC(=O)OCC#CCCCCCCC (2-decynyl 7-cyclopropylheptanoate). RXN SMILES: CCOCC.[CH:6]1([CH2:9][CH2:10][CH2:11][CH2:12][CH2:13][CH2:14][C:15](Cl)=[O:16])[CH2:8][CH2:7]1.[CH2:18]([OH:28])[C:19]#[C:20][CH2:21][CH2:22][CH2:23][CH2:24][CH2:25][CH2:26][CH3:27]>N1C=CC=CC=1>[CH:25]1([CH2:24][CH2:23][CH2:22][CH2:21][CH2:20][CH2:19][C:18]([O:16][CH2:15][C:14]#[C:13][CH2:12][CH2:11][CH2:10][CH2:9][CH2:6][CH2:7][CH3:8])=[O:28])[CH2:27][CH2:26]1. Procedure details: To 60 ml. anhydrous ether and 1.5 g. 7-cyclopropylheptanoyl chloride is added 1.2 g. 2-decyn-1-ol. The mixture is cooled to 0° and 0.8 ml. pyridine is added. The solution is stirred at room temperature for 1 day. The product is worked up using the procedure of Example 1C to yield 2-decynyl 7-cyclopropylheptanoate. Reactants: ClC1=C(C=CC(=C1)C1=COC=C1)S(=O)(=O)NC1=C(C=CC(=N1)N1C[C@H](N([C@H](C1)C)C(=O)OC(C)(C)C)C)OC (1,1-Dimethylethyl (2R,6S)-4-[6-({[2-chloro-4-(3-furanyl)phenyl]sulfonyl}amino)-5-(methyloxy)-2-pyridinyl]-2,6-dimethyl-1-piperazinecarboxylate). The solvent is Cl.O1CCOCC1 (HCl dioxane). Run at temperature 35 celsius, time 2 hour. The product is Cl.ClC1=C(C=CC(=C1)C1=COC=C1)S(=O)(=O)NC1=NC(=CC=C1OC)N1C[C@H](N[C@H](C1)C)C (2-Chloro-N-[6-[(3R,5S)-3,5-dimethyl-1-piperazinyl]-3-(methyloxy)-2-pyridinyl]-4-(3-furanyl)benzenesulfonamide Hydrochloride). Isolated yield 157.4%. RXN SMILES: [Cl:1][C:2]1[CH:7]=[C:6]([C:8]2[CH:12]=[CH:11][O:10][CH:9]=2)[CH:5]=[CH:4][C:3]=1[S:13]([NH:16][C:17]1[N:22]=[C:21]([N:23]2[CH2:28][C@H:27]([CH3:29])[N:26](C(OC(C)(C)C)=O)[C@H:25]([CH3:37])[CH2:24]2)[CH:20]=[CH:19][C:18]=1[O:38][CH3:39])(=[O:15])=[O:14]>Cl.O1CCOCC1>[ClH:1].[Cl:1][C:2]1[CH:7]=[C:6]([C:8]2[CH:12]=[CH:11][O:10][CH:9]=2)[CH:5]=[CH:4][C:3]=1[S:13]([NH:16][C:17]1[C:18]([O:38][CH3:39])=[CH:19][CH:20]=[C:21]([N:23]2[CH2:28][C@H:27]([CH3:29])[NH:26][C@H:25]([CH3:37])[CH2:24]2)[N:22]=1)(=[O:14])=[O:15] |f:1.2,3.4|. Procedure details: 1,1-Dimethylethyl (2R,6S)-4-[6-({[2-chloro-4-(3-furanyl)phenyl]sulfonyl}amino)-5-(methyloxy)-2-pyridinyl]-2,6-dimethyl-1-piperazinecarboxylate (D15) (0.170 g) was dissolved in 4N HCl/dioxane (6 mL) and the reaction stirred at 35° C. for 2 hours. The reaction mixture was evaporated and triturated with ethyl acetate/ether (×3) to give a white solid which was dried at 50° C. under high vac to give the compound as a white solid (E7)(0.119 g). MS (ES+) m/e 477/479 [M+H]+. Starting materials: CC1(C)C(C=C(Br)Br)C1C(=O)O, [Cl-], Cl, OCc1csc(Oc2ccccc2)n1, c1ccncc1, c1ccccc1. Product: CC1(C)C(C=C(Br)Br)C1C(=O)OCc1csc(Oc2ccccc2)n1. As a reaction SMILES: [CH3:8][C:9]1([CH3:19])[CH:10]([C:16](=[O:17])[OH:18])[CH:11]1[CH:12]=[C:13]([Br:14])[Br:15].[Cl-:7].[ClH:34].[O:20]([c:21]1[cH:22][cH:23][cH:24][cH:25][cH:26]1)[c:27]1[s:28][cH:29][c:30]([CH2:32][OH:33])[n:31]1.[cH:1]1[cH:2][cH:3][n:4][cH:5][cH:6]1.[cH:35]1[cH:36][cH:37][cH:38][cH:39][cH:40]1>>[CH3:8][C:9]1([CH3:19])[CH:10]([C:16](=[O:17])[O:18][CH2:32][c:30]2[cH:29][s:28][c:27]([O:20][c:21]3[cH:22][cH:23][cH:24][cH:25][cH:26]3)[n:31]2)[CH:11]1[CH:12]=[C:13]([Br:14])[Br:15]. Starting materials: CC=1C(=C(C(=C(O)C1)C)C)O (Trimethylhydroquinone), OC(C)C1=CC=C(S1)CC(=O)O (5-(1-hydroxyethyl)-2-thienylacetic acid), CC1(C2CCC1(C(=O)C2)CS(=O)(=O)O)C (D-camphorsulfonic acid). Solvent: C1(=CC=CC=C1)C (toluene). Conditions: temperature 50 celsius. Product: C(C)OC(CC=1SC(=CC1)C(C)C=1C(C(=C(C(C1C)=O)C)C)=O)=O (ethyl-5-[1-(3,5,6-trimethyl-1,4-benzoquinon-2yl)ethyl]-2-thienylacetate). The yield is 804.6%. Reaction SMILES: [CH3:1][C:2]1[C:3]([OH:11])=[C:4]([CH3:10])[C:5]([CH3:9])=[C:6]([CH:8]=1)[OH:7].O[CH:13]([C:15]1[S:19][C:18]([CH2:20][C:21]([OH:23])=[O:22])=[CH:17][CH:16]=1)[CH3:14].[CH3:24][C:25]1(C)C2(CS(O)(=O)=O)C(CC1CC2)=O>C1(C)C=CC=CC=1>[CH2:24]([O:23][C:21](=[O:22])[CH2:20][C:18]1[S:19][C:15]([CH:13]([C:8]2[C:6](=[O:7])[C:5]([CH3:9])=[C:4]([CH3:10])[C:3](=[O:11])[C:2]=2[CH3:1])[CH3:14])=[CH:16][CH:17]=1)[CH3:25]. Procedure details: Trimethylhydroquinone (1.5 g, 10 mmole) and 5-(1-hydroxyethyl)-2-thienylacetic acid (2.5 g, 8.5 mmole) were added to 50 ml of toluene, and D-camphorsulfonic acid (0.2 g) was added to the mixture, followed by heating at 50° C. for 6 hours with stirring. After cooling, the reaction solution was concentrated under reduced pressure, and the residue was dissolved in THF. An aqueous solution of ferric chloride was added to the solution, followed by stirring at room temperature for 10 minutes. The reac...